This data is from the Open Reaction Database (ORD), a public repository of structured organic reaction records. The task is: describe an organic reaction: reactants, conditions, products, and yield The reactants are CC(C)=CCC\C(\C)=C\CO (geraniol), OC\C=C(/CCC=C(C)C)\C (nerol). The product is CC(C)=CCCC(C)CC=O (citronellal). RXN SMILES: [CH3:1][C:2](=[CH:4][CH2:5][CH2:6]/[C:7](=[CH:9]/[CH2:10][OH:11])/[CH3:8])[CH3:3].OC/C=C(/C)\CCC=C(C)C>>[CH3:1][C:2](=[CH:4][CH2:5][CH2:6][CH:7]([CH2:9][CH:10]=[O:11])[CH3:8])[CH3:3]. Reported procedure: geraniol and nerol: - The reactants are COC1=CC=C(CS[C@H]2C[C@H](N(C2)C(=O)OCC2=CC=C(C=C2)[N+](=O)[O-])C(=O)N2C[C@H](CC2)N2N=CN=C2)C=C1 ((2S, 4S)-4-(4-methoxybenzylthio)-2-[(3S)-3-(1-1,2,4-triazolyl)-1-pyrrolidinylcarbonyl)-1-(4-nitrobenzyloxycarbonyl)pyrrolidine), FC(C(=O)O)(F)F (trifluoroacetic acid), FC(S(=O)(=O)O)(F)F (trifluoromethanesulfonic acid), C(O)([O-])=O.[Na+] (sodium hydrogencarbonate). Run in C1(=CC=CC=C1)OC (anisole), C(C)(=O)OCC (ethyl acetate). Run at time 1.5 hour. The product is S[C@H]1C[C@H](N(C1)C(=O)OCC1=CC=C(C=C1)[N+](=O)[O-])C(=O)N1C[C@H](CC1)N1N=CN=C1 ((2S, 4S)-4-Mercapto-1-(4-nitrobenzyloxycarbonyl)-2-[(3S)-3-(1-1,2,4-triazolyl)-1-pyrrolidinylcarbonyl]pyrrolidine). Yield: 115.6%. Reaction SMILES: COC1C=CC(C[S:8][C@@H:9]2[CH2:13][N:12]([C:14]([O:16][CH2:17][C:18]3[CH:23]=[CH:22][C:21]([N+:24]([O-:26])=[O:25])=[CH:20][CH:19]=3)=[O:15])[C@H:11]([C:27]([N:29]3[CH2:33][CH2:32][C@H:31]([N:34]4[CH:38]=[N:37][CH:36]=[N:35]4)[CH2:30]3)=[O:28])[CH2:10]2)=CC=1.FC(F)(F)C(O)=O.FC(F)(F)S(O)(=O)=O.C(=O)([O-])O.[Na+]>C1(OC)C=CC=CC=1.C(OCC)(=O)C>[SH:8][C@@H:9]1[CH2:13][N:12]([C:14]([O:16][CH2:17][C:18]2[CH:23]=[CH:22][C:21]([N+:24]([O-:26])=[O:25])=[CH:20][CH:19]=2)=[O:15])[C@H:11]([C:27]([N:29]2[CH2:33][CH2:32][C@H:31]([N:34]3[CH:38]=[N:37][CH:36]=[N:35]3)[CH2:30]2)=[O:28])[CH2:10]1 |f:3.4|. Procedure: 783 mg of (2S, 4S)-4-(4-methoxybenzylthio)-2-[(3S)-3-(1-1,2,4-triazolyl)-1-pyrrolidinylcarbonyl)-1-(4-nitrobenzyloxycarbonyl)pyrrolidine [prepared as described in step (a) above] were suspended in 1.5 ml of anisole, and 7.5 ml of trifluoroacetic acid and 0.24 ml of trifluoromethanesulfonic acid were added to the resulting suspension, whilst ice-cooling, after which the mixture was stirred at room temperature for 1.5 hours. A cycle consisting of removing the solvent by evaporation under reduced p... Reactants: COC=1C=C(CN2CCC(CC2)=O)C=CC1 (1-(3-methoxybenzyl)-4-piperidone), Cl.NO (hydroxylamine hydrochloride). The product is COC=1C=C(CN2CCC(CC2)=NO)C=CC1 (1-(3-Methoxybenzyl)-4-piperidone oxime). As a reaction SMILES: [CH3:1][O:2][C:3]1[CH:4]=[C:5]([CH:14]=[CH:15][CH:16]=1)[CH2:6][N:7]1[CH2:12][CH2:11][C:10](=O)[CH2:9][CH2:8]1.Cl.[NH2:18][OH:19]>>[CH3:1][O:2][C:3]1[CH:4]=[C:5]([CH:14]=[CH:15][CH:16]=1)[CH2:6][N:7]1[CH2:12][CH2:11][C:10](=[N:18][OH:19])[CH2:9][CH2:8]1 |f:1.2|. Procedure: 1-(3-Methoxybenzyl)-4-piperidone oxime is prepared from 1-(3-methoxybenzyl)-4-piperidone and hydroxylamine hydrochloride essentially as described above in Example 38, Scheme C, step b. Starting materials: intermediate A, N1[C@H](CCC1)C(=O)O ((R)-pyrrolidine-2-carboxylic acid), compound III, compound III, N[C@@H](C(=O)O)CC ((R)-2-aminobutanoic acid), N[C@@H](C(=O)OC)CC ((R)-methyl 2-aminobutanoate), COC(=O)C1NCCC1 (methylpyrrolidine-2-carboxylate), ClC1=NC=C(C(=N1)Cl)[N+](=O)[O-] (2,4-dichloro-5-nitropyrimidine). Yields the product ClC1=NC=2N3[C@@H](C(N(C2C=N1)C)=O)CCC3 ((R)-2-Chloro-5-methyl-6a,7,8,9-tetrahydropyrrolo[2,1-h]pteridin-6(5H)-one). As a reaction SMILES: [NH:1]1[CH2:5][CH2:4][CH2:3][C@@H:2]1[C:6]([OH:8])=O.N[C@H:10](CC)C(O)=O.N[C@H](CC)C(OC)=O.COC(C1CCCN1)=O.[Cl:33][C:34]1[N:39]=[C:38](Cl)[C:37]([N+:41]([O-])=O)=[CH:36][N:35]=1>>[Cl:33][C:34]1[N:39]=[CH:38][C:37]2[N:41]([CH3:10])[C:6](=[O:8])[C@H:2]3[CH2:3][CH2:4][CH2:5][N:1]3[C:36]=2[N:35]=1. Procedure: Intermediate E was prepared in the same manner as intermediate B, using (R)-pyrrolidine-2-carboxylic acid as the starting material instead of (R)-2-aminobutanoic acid. No reductive amination step, such as that used for the conversion of compound II to compound III, was required. Rather, methylpyrrolidine-2-carboxylate was reacted directly with 2,4-dichloro-5-nitropyrimidine in the same manner as is described for the conversion of compound III to intermediate A. 1H NMR (CDCl3) δ: 7.65 (s, 1H), 4.... Starting materials: ClC1=CC=C(C=C1)SCC#N (p-chlorophenylthioacetonitrile), ClN1C(CCC1=O)=O (N-chlorosuccinimide). Run in C(Cl)(Cl)(Cl)Cl (carbon tetrachloride). Reaction conditions: time 8 hour. Yields the product ClC(C#N)SC1=CC=C(C=C1)Cl (α-Chloro-α-p-chlorophenylthioacetonitrile). Isolated yield 10.6%. RXN SMILES: [Cl:1][C:2]1[CH:7]=[CH:6][C:5]([S:8][CH2:9][C:10]#[N:11])=[CH:4][CH:3]=1.[Cl:12]N1C(=O)CCC1=O>C(Cl)(Cl)(Cl)Cl>[Cl:12][CH:9]([S:8][C:5]1[CH:4]=[CH:3][C:2]([Cl:1])=[CH:7][CH:6]=1)[C:10]#[N:11]. Procedure details: Into a 500 ml four-necked round bottom flask equipped with a stirrer, a thermometer, and a condenser, are placed 300 ml of carbon tetrachloride and 55 g (0.3 mole) of p-chlorophenylthioacetonitrile. To this mixture is added 40 g (0.3 mole) of N-chlorosuccinimide in small portions. The reaction mixture is stirred at room temperature overnight. The white solid which forms is filtered and the filtrate is concentrated under vacuum to give 6.95 g of desired product. The reactants are COC=1C=C(C=CC1OC)C1=NN(C(C2CC=CCC12)=O)CCCCCNCCC1OC(CC1)CC(C)C1=C(C=CC(=C1)F)OC (4-(3,4-Dimethoxyphenyl)-2-[5-(2-{5-[2-(5-fluoro-2-methoxyphenyl)-propyl]-tetrahydrofuran-2-yl}-ethylamino)-pentyl]-4a,5,8,8a-tetrahydro-2H-phthalazin-1-one), C1(CCCC1)OC=1C=C(C=CC1OC)C1CC(N(C1)CCCCCNCCC1OC(CC1)CCC1=C(C=CC(=C1)F)OC)=O (4-(3-Cyclopentyloxy-4-methoxy-phenyl)-1-[5-(2-{5-[2-(5-fluoro-2-methoxy-phenyl)-ethyl]-tetrahydro-furan-2-yl}-ethylamino)-pentyl]-pyrrolidin-2-one), C1(CCCC1)OC=1C=C(C=CC1OC)C1CC(N(C1)CCCCCNCCC1OC(CC1)CCCC1=C(C=CC(=C1)F)OC)=O (4-(3-Cyclopentyloxy-4-methoxy-phenyl)-1-[5-(2-{5-[3-(5-fluoro-2-methoxy-phenyl)-propyl]-tetrahydro-furan-2-yl}-ethylamino)-pentyl]-pyrrolidin-2-one), COC=1C=C(C=CC1OC)C1=NN(C(C2CC=CCC12)=O)CCCCCNCCC(OC1=CC=C(C=C1)C(F)(F)F)C1=CC=CC=C1 (4-(3,4-Dimethoxy-phenyl)-2-{5-[3-phenyl-3-(4-trifluoromethyl-phenoxy)-propylamino]-pentyl}-4a,5,8,8a-tetrahydro-2H-phthalazin-1-one), C1(CCCC1)OC=1C=C(C=CC1OC)C1CC(N(C1)CCCCCNCCC(OC1=CC=C(C=C1)C(F)(F)F)C1=CC=CC=C1)=O (4-(3-Cyclopentyloxy-4-methoxy-phenyl)-1-{5-[3-phenyl-3-(4-trifluoromethyl-phenoxy)-propylamino]-pentyl}-pyrrolidin-2-one), COC=1C=C(C=CC1OC)C1=NN(C(C2CC=CCC12)=O)CCCCCNCCCC1(OC2=C(C1)C=CC(=C2)C#N)C2=CC=C(C=C2)F (2-(3-{5-[4-(3,4-Dimethoxy-phenyl)-1-oxo-4a,5,8,8a-tetrahydro-1H-phthalazin-2-yl]-pentylamino}-propyl)-2-(4-fluoro-phenyl)-2,3-dihydro-benzofuran-6-carbonitrile), C1(CCCC1)OC=1C=C(C=CC1OC)C1CC(N(C1)CCCCCNCCCC1(OC2=C(C1)C=CC(=C2)C#N)C2=CC=C(C=C2)F)=O (2-(3-{5-[4-(3-Cyclopentyloxy-4-methoxy-phenyl)-2-oxo-pyrrolidin-1-yl]-pentylamino}-propyl)-2-(4-fluoro-phenyl)-2,3-dihydro-benzofuran-6-carbonitrile), COC=1C=C(C=CC1OC)C1=NN(C(C2CC=CCC12)=O)CCCCCNCC1OC(CC1)C1=CC=C(C=C1)OC (4-(3,4-Dimethoxy-phenyl)-2-(5-{[5-(4-methoxy-phenyl)-tetrahydro-furan-2-ylmethyl]-amino}-pentyl)-4a,5,8,8a-tetrahydro-2H-phthalazin-1-one), C1(CCCC1)OC=1C=C(C=CC1OC)C1CC(N(C1)CCCCCNCC1OC(CC1)C1=CC=C(C=C1)OC)=O (4-(3-Cyclopentyloxy-4-methoxy-phenyl)-1-(5-{[5-(4-methoxy-phenyl)-tetrahydro-furan-2-ylmethyl]-amino}-pentyl)-pyrrolidin-2-one), C1(CCCCC1)C1CCC(O1)CNCCCCCN1C(C2CC=CCC2C(=N1)C1=CC(=C(C=C1)OC)OC)=O (2-{5-[(5-Cyclohexyl-tetrahydro-furan-2-ylmethyl)-amino]-pentyl}-4-(3,4-dimethoxy-phenyl)-4a,5,8,8a-tetrahydro-2H-phthalazin-1-one), C1(CCCCC1)C1CCC(O1)CNCCCCCN1C(CC(C1)C1=CC(=C(C=C1)OC)OC1CCCC1)=O (1-{5-[(5-Cyclohexyl-tetrahydro-furan-2-ylmethyl)-amino]-pentyl}-4-(3-cyclopentyloxy-4-methoxy-phenyl)-pyrrolidin-2-one), COC=1C=C(C=CC1OC)C1=NN(C(C2CC=CCC12)=O)CCCCCNCC1OC(CC1)C1=CC(=C(C=C1)C)F (4-(3,4-Dimethoxy-phenyl)-2-(5-{[5-(3-fluoro-4-methyl-phenyl)-tetrahydro-furan-2-ylmethyl]-amino}-pentyl)-4a,5,8,8a-tetrahydro-2H-phthalazin-1-one), C1(CCCC1)OC=1C=C(C=CC1OC)C1CC(N(C1)CCCCCNCC1OC(CC1)C1=CC(=C(C=C1)C)F)=O (4-(3-Cyclopentyloxy-4-methoxy-phenyl)-1-(5-{[5-(3-fluoro-4-methyl-phenyl)-tetrahydro-furan-2-ylmethyl]-amino}-pentyl)-pyrrolidin-2-one). Product: COC=1C=C(C=CC1OC)C1=NN(C(C2CC=CCC12)=O)CCCCCNCCC1OC(CC1)CCC1=C(C=CC(=C1)F)OC (4-(3,4-Dimethoxyphenyl)-2-[5-(2-{5-[2-(5-fluoro-2-methoxyphenyl)-ethyl]-tetrahydrofuran-2-yl}-ethylamino)-pentyl]-4a,5,8,8a-tetrahydro-2H-phthalazin-1-one). As a reaction SMILES: [CH3:1][O:2][C:3]1[CH:4]=[C:5]([C:11]2[CH:20]3[CH:15]([CH2:16][CH:17]=[CH:18][CH2:19]3)[C:14](=[O:21])[N:13]([CH2:22][CH2:23][CH2:24][CH2:25][CH2:26][NH:27][CH2:28][CH2:29][CH:30]3[CH2:34][CH2:33][CH:32]([CH2:35][CH:36]([C:38]4[CH:43]=[C:42]([F:44])[CH:41]=[CH:40][C:39]=4[O:45][CH3:46])C)[O:31]3)[N:12]=2)[CH:6]=[CH:7][C:8]=1[O:9][CH3:10].C1(OC2C=C(C3CN(CCCCCNCCC4CCC(CCC5C=C(F)C=CC=5OC)O4)C(=O)C3)C=CC=2OC)CCCC1.C1(OC2C=C(C3CN(CCCCCNCCC4CCC(CCCC5C=C(F)C=CC=5OC)O4)C(=O)C3)C=CC=2OC)CCCC1.COC1C=C(C2C3C(CC=CC3)C(=O)N(CCCCCNCCC(C3C=CC=CC=3)OC3C=CC(C(F)(F)F)=CC=3)N=2)C=CC=1OC.C1(OC2C=C(C3CN(CCCCCNCCC(C4C=CC=CC=4)OC4C=CC(C(F)(F)F)=CC=4)C(=O)C3)C=CC=2OC)CCCC1.COC1C=C(C2C3C(CC=CC3)C(=O)N(CCCCCNCCCC3(C4C=CC(F)=CC=4)CC4C=CC(C#N)=CC=4O3)N=2)C=CC=1OC.C1(OC2C=C(C3CN(CCCCCNCCCC4(C5C=CC(F)=CC=5)CC5C=CC(C#N)=CC=5O4)C(=O)C3)C=CC=2OC)CCCC1.COC1C=C(C2C3C(CC=CC3)C(=O)N(CCCCCNCC3CCC(C4C=CC(OC)=CC=4)O3)N=2)C=CC=1OC.C1(OC2C=C(C3CN(CCCCCNCC4CCC(C5C=CC(OC)=CC=5)O4)C(=O)C3)C=CC=2OC)CCCC1.C1(C2OC(CNCCCCCN3N=C(C4C=CC(OC)=C(OC)C=4)C4C(CC=CC4)C3=O)CC2)CCCCC1.C1(C2OC(CNCCCCCN3CC(C4C=CC(OC)=C(OC5CCCC5)C=4)CC3=O)CC2)CCCCC1.COC1C=C(C2C3C(CC=CC3)C(=O)N(CCCCCNCC3CCC(C4C=CC(C)=C(F)C=4)O3)N=2)C=CC=1OC.C1(OC2C=C(C3CN(CCCCCNCC4CCC(C5C=CC(C)=C(F)C=5)O4)C(=O)C3)C=CC=2OC)CCCC1>>[CH3:1][O:2][C:3]1[CH:4]=[C:5]([C:11]2[CH:20]3[CH:15]([CH2:16][CH:17]=[CH:18][CH2:19]3)[C:14](=[O:21])[N:13]([CH2:22][CH2:23][CH2:24][CH2:25][CH2:26][NH:27][CH2:28][CH2:29][CH:30]3[CH2:34][CH2:33][CH:32]([CH2:35][CH2:36][C:38]4[CH:43]=[C:42]([F:44])[CH:41]=[CH:40][C:39]=4[O:45][CH3:46])[O:31]3)[N:12]=2)[CH:6]=[CH:7][C:8]=1[O:9][CH3:10]. Procedure: Similar methods were used to prepare 4-(3,4-Dimethoxyphenyl)-2-[5-(2-{5-[2-(5-fluoro-2-methoxyphenyl)-propyl]-tetrahydrofuran-2-yl}-ethylamino)-pentyl]-4a,5,8,8a-tetrahydro-2H-phthalazin-1-one, 4-(3-Cyclopentyloxy-4-methoxy-phenyl)-1-[5-(2-{5-[2-(5-fluoro-2-methoxy-phenyl)-ethyl]-tetrahydro-furan-2-yl}-ethylamino)-pentyl]-pyrrolidin-2-one, 4-(3-Cyclopentyloxy-4-methoxy-phenyl)-1-[5-(2-{5-[3-(5-fluoro-2-methoxy-phenyl)-propyl]-tetrahydro-furan-2-yl}-ethylamino)-pentyl]-pyrrolidin-2-one, 4-(3,4-Di... Reactants: O=C([O-])O, Cc1nc(-c2ccc(C(F)(F)F)cc2)sc1CC(=O)O, CCOC(=O)COc1ccccc1C, CS(=O)(=O)O, [Na+], O. Yields the product CCOC(=O)COc1ccc(C(=O)Cc2sc(-c3ccc(C(F)(F)F)cc3)nc2C)cc1C. As a reaction SMILES: [C:36](=[O:37])([OH:38])[O-:39].[CH3:1][c:2]1[n:3][c:4](-[c:11]2[cH:12][cH:13][c:14]([C:17]([F:18])([F:19])[F:20])[cH:15][cH:16]2)[s:5][c:6]1[CH2:7][C:8](=[O:9])[OH:10].[CH3:21][c:22]1[c:23]([O:24][CH2:25][C:26](=[O:27])[O:28][CH2:29][CH3:30])[cH:31][cH:32][cH:33][cH:34]1.[CH3:41][S:42]([OH:43])(=[O:44])=[O:45].[Na+:40].[OH2:35]>>[CH3:1][c:2]1[n:3][c:4](-[c:11]2[cH:12][cH:13][c:14]([C:17]([F:18])([F:19])[F:20])[cH:15][cH:16]2)[s:5][c:6]1[CH2:7][C:8](=[O:10])[c:33]1[cH:32][cH:31][c:23]([O:24][CH2:25][C:26](=[O:27])[O:28][CH2:29][CH3:30])[c:22]([CH3:21])[cH:34]1. The reactants are BrC1C=C(C(C1)=O)CCCCCCC(=O)OCC (4-bromo-2-(6-carbethoxyhexyl)cyclopent-2-en-1-one), C(C)(=O)O (acetic acid). Reagents/catalysts: C(C)(=O)[O-].[Ag+] (silver acetate). The solvent is CO (MeOH). Product: C(C)(=O)OC1C=C(C(C1)=O)CCCCCCC(=O)OCC (4-acetoxy-2-(6-carbethoxyhexyl)cyclopent-2-en-1-one). Reaction SMILES: Br[CH:2]1[CH2:6][C:5](=[O:7])[C:4]([CH2:8][CH2:9][CH2:10][CH2:11][CH2:12][CH2:13][C:14]([O:16][CH2:17][CH3:18])=[O:15])=[CH:3]1.[C:19]([OH:22])(=[O:21])[CH3:20]>C([O-])(=O)C.[Ag+].CO>[C:19]([O:22][CH:2]1[CH2:6][C:5](=[O:7])[C:4]([CH2:8][CH2:9][CH2:10][CH2:11][CH2:12][CH2:13][C:14]([O:16][CH2:17][CH3:18])=[O:15])=[CH:3]1)(=[O:21])[CH3:20] |f:2.3|. Procedure details: A mixture of 51.6 g. (0.137 moles) of crude 4-bromo-2-(6-carbethoxyhexyl)cyclopent-2-en-1-one (Example 1274), 27 g. (0.162 moles) of silver acetate, and 200 ml. of glacial acetic acid is stirred at reflux for 4.5 hours. The mixture is cooled, and solids are removed by filtration. The filtrate is concentrated and extracted with hot hexane. The extract is washed with saturated sodium bicarbonate solution and saturated sodium chloride solution, dried over mangesium sulfate, and concentrated to give... Reactants: [OH-].[Na+] (sodium hydroxide), CC1=NC=CN=C1 (methylpyrazine), Cl.CNC (dimethylamine hydrochloride), C=O (formaldehyde). RXN SMILES: [CH3:1][C:2]1[CH:7]=[N:6][CH:5]=[CH:4][N:3]=1.Cl.[CH3:9][NH:10][CH3:11].[CH2:12]=O.[OH-].[Na+]>O>[CH3:9][N:10]([CH3:12])[CH2:11][CH2:1][C:2]1[CH:7]=[N:6][CH:5]=[CH:4][N:3]=1 |f:1.2,4.5|. Yield: 66.5%. Yields the product CN(CCC1=NC=CN=C1)C (β-dimethylaminoethylpyrazine). The solvent is O (water). Procedure details: A mixture of 94.0 g (1.0 mole) of methylpyrazine and 83.9 g (1.03 mole) of dimethylamine hydrochloride was heated until it began refluxing. 131.3 g (40% aqueous solution) (1.75 mole) of formaldehyde was added over a period of two hours. The resulting brown viscous mass was refluxed for additional 2.5 hours. The mixture was cooled to room temperature. It was diluted with 250 ml of water, made basic with 10% sodium hydroxide solution and extracted with chloroform. After removing the chloroform the... Reactants: CN1NC(=C(C1=O)CC1=CC=C(C=C1)SC)C(F)(F)F (1-methyl-4-[(4-methylthiophenyl)methyl]-3-(trifluoromethyl)-2H-pyrazol-5-one), CNN (methylhydrazine). Yields the product COC1=C(C(=NN1C)C(F)(F)F)CC1=CC=C(C=C1)SC (5-Methoxy-1-(methyl)-4-[(4-methylthiophenyl) methyl]-3-(trifluoromethyl)pyrazole). Reaction SMILES: [CH3:1][N:2]1[C:6](=[O:7])[C:5]([CH2:8][C:9]2[CH:14]=[CH:13][C:12]([S:15][CH3:16])=[CH:11][CH:10]=2)=[C:4]([C:17]([F:20])([F:19])[F:18])[NH:3]1.[CH3:21]NN>>[CH3:21][O:7][C:6]1[N:2]([CH3:1])[N:3]=[C:4]([C:17]([F:19])([F:20])[F:18])[C:5]=1[CH2:8][C:9]1[CH:10]=[CH:11][C:12]([S:15][CH3:16])=[CH:13][CH:14]=1. Procedure details: The title compound was prepared as in Example 1 from 1-methyl-4-[(4-methylthiophenyl)methyl]-3-(trifluoromethyl)-2H-pyrazol-5-one, which was also prepared as in Example 1 except that methylhydrazine was used instead of hydrazine and recrystallization from toluene-hexane mixture provided the intermediate compound as off-white crystals, mp 138°-139° C.